Dataset: the Open Reaction Database (ORD), a public repository of structured organic reaction records. Task: describe an organic reaction: reactants, conditions, products, and yield Reactants: BrC=1C(=C(C=NC1)C=O)C (5-bromo-4-methyl-pyridine-3-carbaldehyde), [BH4-].[Na+] (NaBH4), C(C)S(=O)(=O)N (ethanesulfonamide), imine. The solvent is CO (MeOH). Yields the product BrC=1C(=C(C=NC1)CNS(=O)(=O)CC)C (N-((5-Bromo-4-methylpyridin-3-yl)methyl)ethanesulfonamide). RXN SMILES: [Br:1][C:2]1[C:3]([CH3:10])=[C:4]([CH:8]=O)[CH:5]=[N:6][CH:7]=1.[CH2:11]([S:13]([NH2:16])(=[O:15])=[O:14])[CH3:12].[BH4-].[Na+]>CO>[Br:1][C:2]1[C:3]([CH3:10])=[C:4]([CH2:8][NH:16][S:13]([CH2:11][CH3:12])(=[O:15])=[O:14])[CH:5]=[N:6][CH:7]=1 |f:2.3|. Procedure: In analogy to the procedure described for the preparation of intermediate A-11, 5-bromo-4-methyl-pyridine-3-carbaldehyde has been reacted first with ethanesulfonamide, followed by reduction of the thus formed imine with NaBH4 in MeOH to give the title compound as an off-white solid. MS: 293.1 and 295.3 (M+H+). Starting materials: FeSO4.7H2O, CO (methanol), [N+](=O)([O-])C1=CC=C(S1)C(=O)OC (methyl 5-nitro-2-thiophenecarboxylate). Reagents/catalysts: [Fe] (iron). Run in O (water). Run at temperature 70 celsius. Yields the product NC1=CC=C(S1)C(=O)OC (methyl 5-amino-2-thiophenecarboxylate). Isolated yield 254.5%. Reaction SMILES: CO.[N+:3]([C:6]1[S:10][C:9]([C:11]([O:13][CH3:14])=[O:12])=[CH:8][CH:7]=1)([O-])=O>[Fe].O>[NH2:3][C:6]1[S:10][C:9]([C:11]([O:13][CH3:14])=[O:12])=[CH:8][CH:7]=1. Procedure: 3.6 g of iron powder, 1.4 g of FeSO4.7H2O, 25 ml of methanol and 8 ml of water were successively introduced into a three-necked flask. 940 mg (5 mmol) of methyl 5-nitro-2-thiophenecarboxylate were then added and the mixture was heated at 70° C. for eight hours. The reaction medium was filtered on celite, the filtrate evaporated, and taken up in water and ethyl ether. The organic phase was decanted, dried over magnesium sulfate and evaporated. The residue obtained was purified by chromatography o... Starting materials: COC(C1=C(N=C(C=C1Cl)C)OC1=C(C=C(C=C1C)C)C)=O (4-chloro-6-methyl-2-(2,4,6-trimethyl-phenoxy)-nicotinic acid methyl ester), C(C)C(CC)N (1-ethyl-propyl-amine). Run in CS(=O)C (DMSO). Yields the product COC(C1=C(N=C(C=C1NC(CC)CC)C)OC1=C(C=C(C=C1C)C)C)=O (4-(1-Ethyl-propylamino)-6-methyl-2-(2,4,6-trimethyl-phenoxy)-nicotinic acid methyl ester). Reaction SMILES: [CH3:1][O:2][C:3](=[O:22])[C:4]1[C:9](Cl)=[CH:8][C:7]([CH3:11])=[N:6][C:5]=1[O:12][C:13]1[C:18]([CH3:19])=[CH:17][C:16]([CH3:20])=[CH:15][C:14]=1[CH3:21].[CH2:23]([CH:25]([NH2:28])[CH2:26][CH3:27])[CH3:24]>CS(C)=O>[CH3:1][O:2][C:3](=[O:22])[C:4]1[C:9]([NH:28][CH:25]([CH2:26][CH3:27])[CH2:23][CH3:24])=[CH:8][C:7]([CH3:11])=[N:6][C:5]=1[O:12][C:13]1[C:18]([CH3:19])=[CH:17][C:16]([CH3:20])=[CH:15][C:14]=1[CH3:21]. Procedure details: A mixture of 4-chloro-6-methyl-2-(2,4,6-trimethyl-phenoxy)-nicotinic acid methyl ester (500 mg, 1.56 mmol) and 1-ethyl-propyl-amine (0.8 ml) in 1 ml of DMSO was heated at reflux for 15 hours. The mixture was quenched with sat. ammonium chloride and extracted with ethyl acetate. The organic layer was dried and concentrated to give 445.6 mg of yellow solid. The solid was purified through silica gel column chromatography using 1:1 ratio of chloroform:hexane as eluent to give (289 mg, 50%) of the ti...